From a dataset of the Open Reaction Database (ORD), a public repository of structured organic reaction records. describe an organic reaction: reactants, conditions, products, and yield Starting materials: CCOC(C)=O, CO, COc1nc2c(N)nc(OCCC3CC3)nc2n1C1CCCCO1, O=C(O)C(F)(F)F. The product is COc1nc2c(N)nc(OCCC3CC3)nc2[nH]1, O=C(O)C(F)(F)F. Reaction SMILES: [CH3:32][CH2:33][O:34][C:35]([CH3:36])=[O:37].[CH3:38][OH:39].[CH:1]1([CH2:4][CH2:5][O:6][c:7]2[n:8][c:9]([NH2:24])[c:10]3[n:11][c:12]([O:22][CH3:23])[n:13]([CH:16]4[CH2:17][CH2:18][CH2:19][CH2:20][O:21]4)[c:14]3[n:15]2)[CH2:2][CH2:3]1.[F:25][C:26]([C:27](=[O:28])[OH:29])([F:30])[F:31]>>[CH:1]1([CH2:4][CH2:5][O:6][c:7]2[n:8][c:9]([NH2:24])[c:10]3[n:11][c:12]([O:22][CH3:23])[nH:13][c:14]3[n:15]2)[CH2:2][CH2:3]1.[F:25][C:26]([C:27](=[O:28])[OH:29])([F:30])[F:31]. Reactants: BrC1=CC(=C(C=C1)Cl)CC1=CC=C(C=C1)CCOC1CC1 (4-bromo-1-chloro-2-(4-(2-cyclopropoxyethyl)benzyl)benzene), [Li]CCCC (n-BuLi), C[Si](O[C@H]1C(O[C@@H]([C@H]([C@@H]1O[Si](C)(C)C)O[Si](C)(C)C)CO[Si](C)(C)C)=O)(C)C ((3R,4S,5R,6R)-3,4,5-tris(trimethylsilyloxy)-6-((trimethylsilyloxy)methyl)tetrahydro-2H-pyran-2-one), CS(=O)(=O)O (methanesulfonic acid). Run in C1(=CC=CC=C1)C.C1CCOC1 (toluene THF), C1(=CC=CC=C1)C (toluene), CO (methanol). Reaction conditions: temperature -65 celsius, time 30 minute. Product: ClC1=C(C=C(C=C1)C1(O[C@@H]([C@H]([C@@H]([C@H]1O)O)O)CO)OC)CC1=CC=C(C=C1)CCOC1CC1 ((3R,4S,5S,6R)-2-(4-chloro-3-(4-(2-cyclopropoxyethyl)benzyl)phenyl)-6-(hydroxymethyl)-2-methoxytetrahydro-2H-pyran-3,4,5-triol). As a reaction SMILES: Br[C:2]1[CH:7]=[CH:6][C:5]([Cl:8])=[C:4]([CH2:9][C:10]2[CH:15]=[CH:14][C:13]([CH2:16][CH2:17][O:18][CH:19]3[CH2:21][CH2:20]3)=[CH:12][CH:11]=2)[CH:3]=1.[Li][CH2:23]CCC.C[Si](C)(C)[O:29][C@@H:30]1[C@@H:35]([O:36][Si](C)(C)C)[C@H:34]([O:41][Si](C)(C)C)[C@@H:33]([CH2:46][O:47][Si](C)(C)C)[O:32][C:31]1=[O:52].CS(O)(=O)=O>C1(C)C=CC=CC=1.C1COCC1.C1(C)C=CC=CC=1.CO>[Cl:8][C:5]1[CH:6]=[CH:7][C:2]([C:31]2([O:52][CH3:23])[C@H:30]([OH:29])[C@@H:35]([OH:36])[C@H:34]([OH:41])[C@@H:33]([CH2:46][OH:47])[O:32]2)=[CH:3][C:4]=1[CH2:9][C:10]1[CH:15]=[CH:14][C:13]([CH2:16][CH2:17][O:18][CH:19]2[CH2:21][CH2:20]2)=[CH:12][CH:11]=1 |f:4.5|. Reported procedure: To a solution of 4-bromo-1-chloro-2-(4-(2-cyclopropoxyethyl)benzyl)benzene (105 mg, 0.29 mmol) in anhydrous toluene/THF (1.2 mL, v/v=2:1) was added dropwise n-BuLi (2.5 M in hexane, 0.14 mL) at −65° C., and the mixture was stirred for 30 min at −65° C. Then a −65° C. solution of (3R,4S,5R,6R)-3,4,5-tris(trimethylsilyloxy)-6-((trimethylsilyloxy)methyl)tetrahydro-2H-pyran-2-one (148 mg, 0.32 mmol) in toluene (1.2 mL) was added dropwise over 15 min. The mixture was stirred at −65° C. for 3 h until ...